Dataset: the Open Reaction Database (ORD), a public repository of structured organic reaction records. Task: describe an organic reaction: reactants, conditions, products, and yield The reactants are C(C)(C)(C)OC(=O)N1CCN(CC1)C1=C(C(=NC=C1)N)N (4-(2,3-Diamino-pyridin-4-yl)-piperazine-1-carboxylic acid tert-butyl ester), C(C)(C)(C)C1=CC=C(C=O)C=C1 (para-t-butyl benzaldehyde), diamine. The reagents and catalysts are [Pd] (Pd/C). Run in C(C)(C)O (isopropanol). Reaction conditions: temperature 80 celsius, time 12 hour. Product: C(C)(C)(C)C1=CC=C(C=C1)C1=NC=2C(=NC=CC2N2CCNCC2)N1 (2-(4-tert-Butyl-phenyl)-7-piperazin-1-yl-3H-imidazo[4,5-b]pyridine). Yield: 73.8%. RXN SMILES: C(OC([N:8]1[CH2:13][CH2:12][N:11]([C:14]2[CH:19]=[CH:18][N:17]=[C:16]([NH2:20])[C:15]=2[NH2:21])[CH2:10][CH2:9]1)=O)(C)(C)C.[C:22]([C:26]1[CH:33]=[CH:32][C:29]([CH:30]=O)=[CH:28][CH:27]=1)([CH3:25])([CH3:24])[CH3:23]>C(O)(C)C.[Pd]>[C:22]([C:26]1[CH:27]=[CH:28][C:29]([C:30]2[NH:20][C:16]3=[N:17][CH:18]=[CH:19][C:14]([N:11]4[CH2:10][CH2:9][NH:8][CH2:13][CH2:12]4)=[C:15]3[N:21]=2)=[CH:32][CH:33]=1)([CH3:25])([CH3:24])[CH3:23]. Reported procedure: 4-(2,3-Diamino-pyridin-4-yl)-piperazine-1-carboxylic acid t-butyl ester (6) (368 mg, 1.3 mmol) was dissolved in isopropanol (9 ml) with Pd/C 10% (100 mg) and para-t-butyl benzaldehyde (324 mg, 2 mmol). The mixture was heated to 80° C. for 18 hours. MS showed the disappearance of the diamine starting material. The solvent was filtered through CELITE to remove the palladium, and the solvent was removed under vacuum. The residue was dissolved in NMP (4 ml), TFA (12 ml) was added and the reaction mi... Reactants: COC=1N=C(C=2C(N1)=NO[N+]2[O-])OC (5,7-dimethoxy-[1,2,5]oxadiazolo[3,4-d]pyrimidine-1-oxide), C(C)N(CC)CCN (diethylaminoethylamine). The solvent is CO (methanol). Run at time 2 hour. Yields the product C(C)N(CCNC=1C=2C(N=C(N1)OC)=NO[N+]2[O-])CC (7-(2-Diethylaminoethylamino)-5-methoxy-[1,2,5]-oxadiazolo[3,4-d]pyrimidine-1-oxide). Reaction SMILES: [CH3:1][O:2][C:3]1[N:4]=[C:5](OC)[C:6]2[C:7](=[N:9][O:10][N+:11]=2[O-:12])[N:8]=1.[CH2:15]([N:17]([CH2:20][CH2:21][NH2:22])[CH2:18][CH3:19])[CH3:16]>CO>[CH2:15]([N:17]([CH2:18][CH3:19])[CH2:20][CH2:21][NH:22][C:5]1[C:6]2[C:7](=[N:9][O:10][N+:11]=2[O-:12])[N:8]=[C:3]([O:2][CH3:1])[N:4]=1)[CH3:16]. Procedure: A mixture of 3.0 g (15 mmol) of 5,7-dimethoxy-[1,2,5]oxadiazolo[3,4-d]pyrimidine-1-oxide (J. Chem. Soc. Perkin Trans. 1, 1976, 1327), 1.75 g (15 mmol) of diethylaminoethylamine and 120 ml of methanol is stirred at room temperature for 2 hours and then concentrated in a rotary evaporator. The residue is dissolved hot in isopropanol, and the solution is filtered and treated with the same amount of hot petroleum ether. Overnight, 2.5 g (59%) of 7-(2-diethylaminoethylamino)-5-methoxy-[1,2,5]oxadiazo... The reactants are CCN(CC)CCCOc1cc2nccc(Sc3ccc([N+](=O)[O-])s3)c2cc1OC, CCO, [Cl-], [Fe], [NH4+], O. Yields the product CCN(CC)CCCOc1cc2nccc(Sc3ccc(N)s3)c2cc1OC. As a reaction SMILES: [CH2:1]([CH3:2])[N:3]([CH2:4][CH2:5][CH2:6][O:7][c:8]1[c:9]([O:27][CH3:28])[cH:10][c:11]2[c:12]([S:18][c:19]3[s:20][c:21]([N+:24]([O-:25])=[O:26])[cH:22][cH:23]3)[cH:13][cH:14][n:15][c:16]2[cH:17]1)[CH2:29][CH3:30].[CH3:33][CH2:34][OH:35].[Cl-:31].[Fe:36].[NH4+:32].[OH2:37]>>[CH2:1]([CH3:2])[N:3]([CH2:4][CH2:5][CH2:6][O:7][c:8]1[c:9]([O:27][CH3:28])[cH:10][c:11]2[c:12]([S:18][c:19]3[s:20][c:21]([NH2:24])[cH:22][cH:23]3)[cH:13][cH:14][n:15][c:16]2[cH:17]1)[CH2:29][CH3:30]. Reaction SMILES: [NH2:1][C:2]1[CH:7]=[CH:6][CH:5]=[CH:4][C:3]=1[NH:8][C:9](=[O:28])[C:10]1[CH:15]=[CH:14][C:13]([CH2:16][N:17]2[CH2:25][C:24]3[C:19](=[CH:20][CH:21]=[C:22](Br)[CH:23]=3)[C:18]2=[O:27])=[CH:12][CH:11]=1.B(O)(O)[C:30]1[CH:39]=[CH:38][C:37]2[C:32](=[CH:33][CH:34]=[CH:35][CH:36]=2)[CH:31]=1>>[NH2:1][C:2]1[CH:7]=[CH:6][CH:5]=[CH:4][C:3]=1[NH:8][C:9](=[O:28])[C:10]1[CH:15]=[CH:14][C:13]([CH2:16][N:17]2[CH2:25][C:24]3[C:19](=[CH:20][CH:21]=[C:22]([C:30]4[CH:39]=[CH:38][C:37]5[C:32](=[CH:33][CH:34]=[CH:35][CH:36]=5)[CH:31]=4)[CH:23]=3)[C:18]2=[O:27])=[CH:12][CH:11]=1. Starting materials: NC1=C(C=CC=C1)NC(C1=CC=C(C=C1)CN1C(C2=CC=C(C=C2C1)Br)=O)=O (N-(2-aminophenyl)-4-((5-bromo-1-oxoisoindolin-2-yl)methyl)benzamide), B(C1=CC2=CC=CC=C2C=C1)(O)O (naphthalen-2-yl-2-boronic acid). Product: NC1=C(C=CC=C1)NC(C1=CC=C(C=C1)CN1C(C2=CC=C(C=C2C1)C1=CC2=CC=CC=C2C=C1)=O)=O (N-(2-aminophenyl)-4-((5-(naphthalen-2-yl)-1-oxoisoindolin-2-yl)methyl)benzamide). Isolated yield 61.0%. Procedure: The procedure of Example 2 was repeated except that N-(2-aminophenyl)-4-((5-bromo-1-oxoisoindolin-2-yl)methyl)benzamide obtained in Example 56 instead of N-(2-aminophenyl)-4-((4-bromo-5,6-dimethoxy-1-oxoisoindolin-2-yl)methyl)benzamide, and naphthalen-2-yl-2-boronic acid instead of phenyl boronic acid were used, and the reaction was performed for 20 mins, to obtain the title compound (61%). Conditions: time 20 minute.